This data is from the Open Reaction Database (ORD), a public repository of structured organic reaction records. The task is: describe an organic reaction: reactants, conditions, products, and yield Reactants: ClC1=NC(=CC(=C1)C(F)(F)F)Cl (2,6-dichloro-4-trifluoromethylpyridine), 3, C(C)(C)NC(C)C (diisopropylamine), solution, [Li]CCCC (n-BuLi), CCCCCC (Hexane), C[Si](C)(C)Cl (TMSCl). Run in CCOCC (Et2O), C1CCOC1 (THF), C1CCOC1 (THF), C1CCOC1 (THF). Reaction conditions: temperature -20 celsius, time 2 hour. Yields the product ClC1=NC(=CC(=C1[Si](C)(C)C)C(F)(F)F)Cl (2,6-dichloro-4-trifluoromethyl-3-trimethylsilanylpyridine). Isolated yield 94.2%. Reaction SMILES: C(NC(C)C)(C)C.[Li]CCCC.CCCCCC.[Cl:19][C:20]1[CH:25]=[C:24]([C:26]([F:29])([F:28])[F:27])[CH:23]=[C:22]([Cl:30])[N:21]=1.[CH3:31][Si:32](Cl)([CH3:34])[CH3:33]>C1COCC1.CCOCC>[Cl:19][C:20]1[C:25]([Si:32]([CH3:34])([CH3:33])[CH3:31])=[C:24]([C:26]([F:27])([F:28])[F:29])[CH:23]=[C:22]([Cl:30])[N:21]=1. Reported procedure: A dry 100 mL 3 neck rb flask was charged with diisopropylamine (2.15 mL, 15.3 mmol) and 40 mL of anhydrous THF. Reaction mixture was cooled at −20° C. under N2. A 2.5 M solution of n-BuLi in Hexane (5.90 mL, 14.8 mmol) was added dropwise via a syringe. The resulting reaction mixture was then cooled at −78° C. A solution of 2,6-dichloro-4-trifluoromethylpyridine (3.0 g, 14 mmol) in 5 mL of anhydrous THF was added slowly via an addition funnel to give a pale yellow solution. Reaction mixture stirr...